Dataset: the Open Reaction Database (ORD), a public repository of structured organic reaction records. Task: describe an organic reaction: reactants, conditions, products, and yield The reactants are O (water), TEA, ClC1=NC=NC(=C1)Cl (4,6-dichloropyrimidine), N1CCC(CC1)C1=CC=C(C=C1)[C@H](C)NC(C)=O ((S)-N-[1-(4-piperidin-4-yl-phenyl)-ethyl]-acetamide). The solvent is C1CCOC1 (THF). Conditions: temperature 80 celsius, time 2 hour. The product is ClC1=CC(=NC=N1)N1CCC(CC1)C1=CC=C(C=C1)[C@H](C)NC(C)=O ((S)—N-(1-{4-[1-(6-Chloro-pyrimidin-4-yl)-piperidin-4-yl]-phenyl}-ethyl)-acetamide). Reaction SMILES: Cl[C:2]1[CH:7]=[C:6]([Cl:8])[N:5]=[CH:4][N:3]=1.[NH:9]1[CH2:14][CH2:13][CH:12]([C:15]2[CH:20]=[CH:19][C:18]([C@@H:21]([NH:23][C:24](=[O:26])[CH3:25])[CH3:22])=[CH:17][CH:16]=2)[CH2:11][CH2:10]1.O>C1COCC1>[Cl:8][C:6]1[N:5]=[CH:4][N:3]=[C:2]([N:9]2[CH2:14][CH2:13][CH:12]([C:15]3[CH:20]=[CH:19][C:18]([C@@H:21]([NH:23][C:24](=[O:26])[CH3:25])[CH3:22])=[CH:17][CH:16]=3)[CH2:11][CH2:10]2)[CH:7]=1. Procedure details: 0.34 mL (2.43 mmol) TEA are added to a mixture of 181 mg (1.22 mmol) 4,6-dichloropyrimidine and 300 mg (1.22 mmol) (S)-N-[1-(4-piperidin-4-yl-phenyl)-ethyl]-acetamide (V.1) in 3 mL THF. The mixture is stirred for 5 min at 80° C. and for 2 h at rt. After that time, water is added and the mixture is extracted with dichloromethane (2×). The combined organic layers are dried over sodium sulphate. The solvent is evaporated and the residue is purified by column chromatography (silica gel; dichlorometh... The product is N1=CC(=CC=C1)C(C)NC(=O)C1=CN(C2=NC=C(N=C21)C2=NN(C1=CC(=CC=C21)Cl)CCN2CCOCC2)COCC[Si](C)(C)C (2-[6-chloro-1-(2-morpholin-4-yl-ethyl)-1H-indazol-3-yl]-5-(2-trimethylsilanyl-ethoxymethyl)-5H-pyrrolo[2,3-b]pyrazine-7-carboxylic acid (1-pyridin-3-yl-ethyl)-amide). Procedure: 2-(6-Chloro-1H-indazol-3-yl)-5-(2-trimethylsilanyl-ethoxymethyl)-5H-pyrrolo[2,3-b]pyrazine-7-carboxylic acid (1-pyridin-3-yl-ethyl)-amide (100 mg, 0.18 mmol) was combined with DMF (2 mL) at 0° C. to give a yellow solution. Sodium hydride (60% in mineral oil, 22 mg, 0.55 mmol) was added and the reaction was stirred at 0° C. for 10 min. 4-(2-Bromoethyl)morpholine hydrocholoride (63 mg, 0.27 mmol) was added and the reaction was stirred at 0° C. for 30 min then warmed to room temperature and stirred... RXN SMILES: [N:1]1[CH:6]=[CH:5][CH:4]=[C:3]([CH:7]([NH:9][C:10]([C:12]2[C:20]3[C:15](=[N:16][CH:17]=[C:18]([C:21]4[C:29]5[C:24](=[CH:25][C:26]([Cl:30])=[CH:27][CH:28]=5)[NH:23][N:22]=4)[N:19]=3)[N:14]([CH2:31][O:32][CH2:33][CH2:34][Si:35]([CH3:38])([CH3:37])[CH3:36])[CH:13]=2)=[O:11])[CH3:8])[CH:2]=1.[H-].[Na+].Br[CH2:42][CH2:43][N:44]1[CH2:49][CH2:48][O:47][CH2:46][CH2:45]1>CN(C=O)C>[N:1]1[CH:6]=[CH:5][CH:4]=[C:3]([CH:7]([NH:9][C:10]([C:12]2[C:20]3[C:15](=[N:16][CH:17]=[C:18]([C:21]4[C:29]5[C:24](=[CH:25][C:26]([Cl:30])=[CH:27][CH:28]=5)[N:23]([CH2:42][CH2:43][N:44]5[CH2:49][CH2:48][O:47][CH2:46][CH2:45]5)[N:22]=4)[N:19]=3)[N:14]([CH2:31][O:32][CH2:33][CH2:34][Si:35]([CH3:37])([CH3:36])[CH3:38])[CH:13]=2)=[O:11])[CH3:8])[CH:2]=1 |f:1.2|. Conditions: temperature 0 celsius, time 10 minute. The yield is 33.0%. The solvent is CN(C)C=O (DMF). Reactants: N1=CC(=CC=C1)C(C)NC(=O)C1=CN(C2=NC=C(N=C21)C2=NNC1=CC(=CC=C21)Cl)COCC[Si](C)(C)C (2-(6-Chloro-1H-indazol-3-yl)-5-(2-trimethylsilanyl-ethoxymethyl)-5H-pyrrolo[2,3-b]pyrazine-7-carboxylic acid (1-pyridin-3-yl-ethyl)-amide), [H-].[Na+] (Sodium hydride), BrCCN1CCOCC1 (4-(2-Bromoethyl)morpholine).